This data is from the Open Reaction Database (ORD), a public repository of structured organic reaction records. The task is: describe an organic reaction: reactants, conditions, products, and yield Reactants: N[C@@H](CC1=CNC2=CC=CC=C12)C(=O)O (Trp), NCC(=O)O (Gly), N[C@@H]([C@H](O)C)C(=O)O (Thr), N[C@@H](CC(N)=O)C(=O)O (Asn), amino acids Gln, amino acids, N[C@@H](CO)C(=O)O (Ser), N[C@@H](CC(N)=O)C(=O)O (Asn), N[C@@H]([C@H](O)C)C(=O)O (Thr), N[C@@H](C)C(=O)O (Ala), NCC(=O)N[C@@H](C)C(=O)NCC(=O)N[C@@H]([C@H](O)C)C(=O)NCC(=O)N[C@@H](CO)C(=O)N[C@@H](C)C(=O)O (Gly-Ala-Gly-Thr-Gly-Ser-Ala), amino acid, amino acids, amino acids, amino acids, N[C@@H](C)C(=O)O (Ala), amino acids, amino acids, amino acids, N[C@@H](CO)C(=O)O (Ser), amino acids, N[C@@H](CCC(N)=O)C(=O)O (Gln), amino acids, NCC(=O)O (Gly). Solvent: O (water). Yields the product N[C@@H](CCC(=O)[O-])C(=O)[O-] (Glu), N[C@@H](CC(=O)[O-])C(=O)[O-] (Asp). As a reaction SMILES: NCC(N[C@H](C(NCC(N[C@H](C(NCC(N[C@H](C([NH:31][C@H:32]([C:34]([OH:36])=[O:35])[CH3:33])=O)CO)=O)=O)[C@@H](C)O)=O)=O)C)=O.N[CH2:38][C:39]([OH:41])=[O:40].N[C@H]([C:45]([OH:47])=[O:46])C.N[C@H](C(O)=O)CO.N[C@H](C(O)=O)[C@@H](C)O.N[C@H](C(O)=O)CC1C2C(=CC=CC=2)NC=1.N[C@H](C(O)=O)CC(=O)N.N[C@H](C(O)=O)CCC(=O)N>O>[NH2:31][C@H:32]([C:34]([O-:36])=[O:35])[CH2:33][CH2:38][C:39]([O-:41])=[O:40].[NH2:31][C@H:32]([C:34]([O-:36])=[O:35])[CH2:33][C:45]([O-:47])=[O:46]. Reported procedure: The experimental examples, below, demonstrate certain methods of the invention by employing drag-tags having a repeating sequence motif of Gly-Ala-Gly-Thr-Gly-Ser-Ala and variations thereof. In some preferred embodiments, drag tags comprising this sequence are used. The present invention contemplates variations of this motif as well. For example, any rearranged sequence of these amino acids is contemplated for use as a drag-tag. Guidance for considering the properties of the individual amino aci... Starting materials: C(C1=CC=CC=C1)N1CCC(CC1)N(C1=NC=CC=C1NC1(CC1)OCC)C (1-Benzyl-4-[N-methyl-N-(3-(1-ethoxycyclopropylamino)-2-pyridinyl)amino]piperidine), [H-].[Al+3].[Li+].[H-].[H-].[H-] (lithium aluminum hydride). Run in O1CCCC1 (tetrahydrofuran). Run at time 1 hour. The product is C(C1=CC=CC=C1)N1CCC(CC1)N(C1=NC=CC=C1NC1CC1)C (1-Benzyl-4-[N-methyl-N-(3-(cyclopropylamino)-2-pyridinyl)amino]piperidine). Reaction SMILES: [CH2:1]([N:8]1[CH2:13][CH2:12][CH:11]([N:14]([CH3:28])[C:15]2[C:20]([NH:21][C:22]3(OCC)[CH2:24][CH2:23]3)=[CH:19][CH:18]=[CH:17][N:16]=2)[CH2:10][CH2:9]1)[C:2]1[CH:7]=[CH:6][CH:5]=[CH:4][CH:3]=1.[H-].[Al+3].[Li+].[H-].[H-].[H-]>O1CCCC1>[CH2:1]([N:8]1[CH2:9][CH2:10][CH:11]([N:14]([CH3:28])[C:15]2[C:20]([NH:21][CH:22]3[CH2:23][CH2:24]3)=[CH:19][CH:18]=[CH:17][N:16]=2)[CH2:12][CH2:13]1)[C:2]1[CH:3]=[CH:4][CH:5]=[CH:6][CH:7]=1 |f:1.2.3.4.5.6|. Procedure: A mixture of 1-benzyl-4-[N-methyl-N-(3-(1-ethoxycyclopropylamino)-2-pyridinyl)amino]piperidine (EXAMPLE 123, 178 mg) in dry tetrahydrofuran (4.7 ml) under nitrogen is treated with lithium aluminum hydride (18 mg), and the resulting mixture is stirred at 20°-25° for 1 hr, quenched with saturated aqueous ammonium chloride (5 ml), diluted with water (30 ml) and methylene chloride (20 ml), and filtered through diatomaceous earth. The layers of the filtrate are separated, the aqueous phase is extract... Starting materials: O1[C@@H](C1)COC1=C2C=CNC2=CC=C1 ((S)-(+)-4-(oxiranylmethoxy)-1H-indole), orange oil, ClC1=CC2=C(SC(=C2)C=2CCNCC2)C=C1 (5-chloro-2-(1,2,3,6-tetrahydropyridin-4-yl)benzo[b]thiophene), C(C)O (ethanol). The solvent is CS(=O)C (dimethylsulfoxide). The product is ClC1=CC2=C(SC(=C2)C=2CCN(CC2)C[C@@H](COC2=C3C=CNC3=CC=C2)O)C=C1 ((2S)-(+)-3-[4-(5-chloro-2-benzo[b]thiophenyl)-1,2,3,6-tetrahydropyridin-1-yl]-1-(4-indolyloxy)-2-propanol). As a reaction SMILES: [O:1]1[CH2:3][C@H:2]1[CH2:4][O:5][C:6]1[CH:14]=[CH:13][CH:12]=[C:11]2[C:7]=1[CH:8]=[CH:9][NH:10]2.[Cl:15][C:16]1[CH:30]=[CH:29][C:19]2[S:20][C:21]([C:23]3[CH2:24][CH2:25][NH:26][CH2:27][CH:28]=3)=[CH:22][C:18]=2[CH:17]=1.C(O)C>CS(C)=O>[Cl:15][C:16]1[CH:30]=[CH:29][C:19]2[S:20][C:21]([C:23]3[CH2:24][CH2:25][N:26]([CH2:3][C@H:2]([OH:1])[CH2:4][O:5][C:6]4[CH:14]=[CH:13][CH:12]=[C:11]5[C:7]=4[CH:8]=[CH:9][NH:10]5)[CH2:27][CH:28]=3)=[CH:22][C:18]=2[CH:17]=1. Procedure details: The title compound was prepared in a fashion similar to that described in Example 1 using (S)-(+)-4-(oxiranylmethoxy)-1H-indole (0.075 g, 0.042 mmol), and 5-chloro-2-(1,2,3,6-tetrahydropyridin-4-yl)benzo[b]thiophene (0.100 g, 0.042 mmol) using ethanol a s reaction solvent. Yield 0.103 g (58%) of an orange oil. FDMS m/e=438 (M+ of free base). α[D]589 =+7.3 (c=0.95, dimethylsulfoxide) Run at time 1 hour. The product is C(=O)(O)CCCCCCCCCCC(=O)NC[C@H](O)[C@@H](O)[C@H](O)[C@H](O)CO (1-[(11-carboxyundecanoyl)amino]-1-deoxy-D-glucitol). Yield: 95.0%. Solvent: CN(C)C=O (DMF), O (water). Reactants: C(CCCCCCCCCCC(=O)[O-])(=O)OCC1=CC=CC=C1 (Monobenzyl dodecanedioate), Cl.CN(CCCN=C=NCC)C (EDC), ON1N=NC2=C1C=CC=C2 (HOBt), NC[C@H](O)[C@@H](O)[C@H](O)[C@H](O)CO (D-glucamine). Reported procedure: Monobenzyl dodecanedioate (530 mg, 1.7 mmol) was dissolved in 10 mL of DMF, to which EDC (N-(3-dimethylaminopropyl)-N′-ethylcarbodiimide hydrochloride) (325 mg, 1.7 mmol) and HOBt (1-hydroxybenzotriazole) (230 mg, 1.7 mmol) were added. The mixture was stirred at room temperature for one hour and then D-glucamine (380 mg, 1.9 mmol) was added. The mixture was stirred at room temperature overnight, poured into 50 mL water, agitated and filtered to give the desired amide, of formula IIa in 95% yield... Reaction SMILES: [C:1]([O:16]CC1C=CC=CC=1)(=O)[CH2:2][CH2:3][CH2:4][CH2:5][CH2:6][CH2:7][CH2:8][CH2:9][CH2:10][CH2:11][C:12]([O-:14])=[O:13].Cl.CN(C)CCCN=C=NCC.ON1C2C=CC=CC=2N=N1.[NH2:46][CH2:47][C@@H:48]([C@H:50]([C@@H:52]([C@@H:54]([CH2:56][OH:57])[OH:55])[OH:53])[OH:51])[OH:49]>CN(C=O)C.O>[C:12]([CH2:11][CH2:10][CH2:9][CH2:8][CH2:7][CH2:6][CH2:5][CH2:4][CH2:3][CH2:2][C:1]([NH:46][CH2:47][C@@H:48]([C@H:50]([C@@H:52]([C@@H:54]([CH2:56][OH:57])[OH:55])[OH:53])[OH:51])[OH:49])=[O:16])([OH:14])=[O:13] |f:1.2|. Reactants: ClC1=C(C(=CC=C1F)Cl)C(C)C1=CNC2=NC=C(C=C21)C=2C=NN(C2)C2CCNCC2 (3-[1-(2,6-dichloro-3-fluorophenyl)ethyl]-5-(1-piperidin-4-yl-1H-pyrazol-4-yl)-1H-pyrrolo[2,3-b]pyridine), C[Si](C)(C)N=C=O (trimethylsilyl isocyanate), CCN(C(C)C)C(C)C (DIPEA). Run in C(Cl)Cl (DCM). Run at time 30 minute. The product is ClC1=C(C(=CC=C1F)Cl)C(C)C1=CNC2=NC=C(C=C21)C=2C=NN(C2)C2CCN(CC2)C(=O)N (4-(4-{3-[1-(2,6-Dichloro-3-fluorophenyl)ethyl]-1H-pyrrolo[2,3-b]pyridin-5-yl}-pyrazol-1-yl)-piperidine-1-carboxamide). As a reaction SMILES: [Cl:1][C:2]1[C:7]([F:8])=[CH:6][CH:5]=[C:4]([Cl:9])[C:3]=1[CH:10]([C:12]1[C:20]2[C:15](=[N:16][CH:17]=[C:18]([C:21]3[CH:22]=[N:23][N:24]([CH:26]4[CH2:31][CH2:30][NH:29][CH2:28][CH2:27]4)[CH:25]=3)[CH:19]=2)[NH:14][CH:13]=1)[CH3:11].C[Si]([N:36]=[C:37]=[O:38])(C)C.CCN(C(C)C)C(C)C>C(Cl)Cl>[Cl:1][C:2]1[C:7]([F:8])=[CH:6][CH:5]=[C:4]([Cl:9])[C:3]=1[CH:10]([C:12]1[C:20]2[C:15](=[N:16][CH:17]=[C:18]([C:21]3[CH:22]=[N:23][N:24]([CH:26]4[CH2:27][CH2:28][N:29]([C:37]([NH2:36])=[O:38])[CH2:30][CH2:31]4)[CH:25]=3)[CH:19]=2)[NH:14][CH:13]=1)[CH3:11]. Procedure: A mixture of 3-[1-(2,6-dichloro-3-fluorophenyl)ethyl]-5-(1-piperidin-4-yl-1H-pyrazol-4-yl)-1H-pyrrolo[2,3-b]pyridine (8.0 mg, 0.0174 mmol), trimethylsilyl isocyanate (4.02 mg, 0.0349 mmol), DIPEA (0.02 mL, 0.09 mmol) and DCM (1 mL) was stirred at rt for 30 min. The solution was concentrated in vacuo, redissolved in MeOH and purified via HPLC. The fractions containing the pure product were concentrated in vacuo to afford the title compound as a white solid. 1H NMR (400 MHz, CD3OD): δ=1.89 (d, J=7... Starting materials: resultant mixture, C(CCC)[B-](C1=CC=CC=C1)(C1=CC=CC=C1)C1=CC=CC=C1.[Li+] (lithium butyltriphenylborate), [Br-].C(CCC)C(=CC[SH2+])CCCC (dibutylallylsulfonium bromide). Solvent: O (water), O (water). Product: C(CCC)C(=CC[SH2+])CCCC.C(CCC)[B-](C1=CC=CC=C1)(C1=CC=CC=C1)C1=CC=CC=C1 (dibutylallylsulfonium butyltriphenylborate). Yield: 87.8%. RXN SMILES: [CH2:1]([B-:5]([C:18]1[CH:23]=[CH:22][CH:21]=[CH:20][CH:19]=1)([C:12]1[CH:17]=[CH:16][CH:15]=[CH:14][CH:13]=1)[C:6]1[CH:11]=[CH:10][CH:9]=[CH:8][CH:7]=1)[CH2:2][CH2:3][CH3:4].[Li+].[Br-].[CH2:26]([C:30]([CH2:34][CH2:35][CH2:36][CH3:37])=[CH:31][CH2:32][SH2+:33])[CH2:27][CH2:28][CH3:29]>O>[CH2:26]([C:30]([CH2:34][CH2:35][CH2:36][CH3:37])=[CH:31][CH2:32][SH2+:33])[CH2:27][CH2:28][CH3:29].[CH2:1]([B-:5]([C:18]1[CH:23]=[CH:22][CH:21]=[CH:20][CH:19]=1)([C:6]1[CH:7]=[CH:8][CH:9]=[CH:10][CH:11]=1)[C:12]1[CH:17]=[CH:16][CH:15]=[CH:14][CH:13]=1)[CH2:2][CH2:3][CH3:4] |f:0.1,2.3,5.6|. Procedure details: An aqueous solution of 5.00 g of lithium butyltriphenylborate in 100 ml of water was added to an aqueous solution of 4.36 g of dibutylallylsulfonium bromide in 200 ml of water, and the resultant mixture was stirred at room temperature for 30 minutes. Then, the reaction mixture was filtered, and the resultant crystal was washed with water and dried to give 6.97 g of dibutylallylsulfonium-butyltriphenylborate. Reactants: [Si](C)(C)(C(C)(C)C)OCC/C=C/P(OC(C)C)(OC(C)C)=O (diisopropyl (E)-4-(t-butyldimethylsilyloxy)but-1-enylphosphonate). The solvent is C(C)(=O)O.O (acetic acid water). Product: OCC/C=C/P(OC(C)C)(OC(C)C)=O (diisopropyl (E)-4-hydroxybut-1-enylphosphonate). Isolated yield 75.8%. Reaction SMILES: [Si]([O:8][CH2:9][CH2:10]/[CH:11]=[CH:12]/[P:13](=[O:22])([O:18][CH:19]([CH3:21])[CH3:20])[O:14][CH:15]([CH3:17])[CH3:16])(C(C)(C)C)(C)C>C(O)(=O)C.O>[OH:8][CH2:9][CH2:10]/[CH:11]=[CH:12]/[P:13](=[O:22])([O:14][CH:15]([CH3:17])[CH3:16])[O:18][CH:19]([CH3:21])[CH3:20] |f:1.2|. Reported procedure: A solution of diisopropyl (E)-4-(t-butyldimethylsilyloxy)but-1-enylphosphonate (0.84 g, 2.40 mmol) in acetic acid-water (2:1) (10 ml) was stirred at 70° C. for 2 hr. The solvent was removed and the residue purified by column chromatography on silica gel eluting with acetone-hexane (1:1) to give diisopropyl (E)-4-hydroxybut-1-enylphosphonate as a gum (0.43 g, 76%); νmax (film) 3380, 2970, 1625, 1460, 1380, 1370, 1220 and 980 cm-1 ; δH (CDCl3) 1.32 (12H, dd, J 9 Hz and 6 Hz, CH(CH3)2), 1.85 (1H, b... The reactants are 46.9, C(C)(C)(C)C=1C=C(C=O)C=C(C1O)C(C)(C)C (3,5-di-tert.butyl-4-hydroxybenzaldehyde), CC(CO)(CO)C (2,2-dimethyl-1,3-propane diol), O.C1(=CC=C(C=C1)S(=O)(=O)O)C (4-toluene-sulphonic acid hydrate), C1(=CC=CC=C1)C (toluene). The solvent is O (water), C(C)(=O)OCC (ethyl acetate). The product is OC1=C(C=C(C=C1C(C)(C)C)C1OCC(CO1)(C)C)C(C)(C)C (2-(4'-hydroxy-3',5'-di-tert.butyl phenyl)-5,5-dimethyl-1,3-dioxane), formula IV. As a reaction SMILES: [C:1]([C:5]1[CH:6]=[C:7]([CH:10]=[C:11]([C:14]([CH3:17])([CH3:16])[CH3:15])[C:12]=1[OH:13])[CH:8]=[O:9])([CH3:4])([CH3:3])[CH3:2].[CH3:18][C:19]([CH3:24])([CH2:22]O)[CH2:20][OH:21].O.C1(C)C=CC(S(O)(=O)=O)=CC=1.C1(C)C=CC=CC=1>C(OCC)(=O)C.O>[OH:13][C:12]1[C:5]([C:1]([CH3:4])([CH3:3])[CH3:2])=[CH:6][C:7]([CH:8]2[O:21][CH2:20][C:19]([CH3:24])([CH3:22])[CH2:18][O:9]2)=[CH:10][C:11]=1[C:14]([CH3:17])([CH3:16])[CH3:15] |f:2.3|. Procedure: A solution of 46.9 parts of 3,5-di-tert.butyl-4-hydroxybenzaldehyde, 21 parts of 2,2-dimethyl-1,3-propane diol and 0.5 parts of 4-toluene-sulphonic acid hydrate in 300 parts of toluene is raised to boiling temperature and reacted with removal of the water of reaction in a separator. After reaction for 6 hours, 85 parts of ethyl acetate are added. The reaction solution is dried over potassium carbonate and the solvent distilled, after which 60 parts of the crude product are obtained. This is recr...